Dataset: the Open Reaction Database (ORD), a public repository of structured organic reaction records. Task: describe an organic reaction: reactants, conditions, products, and yield Starting materials: C(Cl)C1CO1 (epichlorohydrin), P(=O)(OCC(CCCCCCCC)CCCCCC)([O-])[O-] (mono2-hexyldecyl phosphate), [OH-].[Na+] (sodium hydroxide), monoester. Run at time 8 hour. Product: P(=O)(OCC(CCCCCCCC)CCCCCC)(OCC(CCl)O)[O-].[Na+] (sodium 2-hexyldecyl 2-hydroxy-3-chloropropyl phosphate). Yield: 82.3%. RXN SMILES: [P:1]([O-:21])([O-:20])([O:3][CH2:4][CH:5]([CH2:14][CH2:15][CH2:16][CH2:17][CH2:18][CH3:19])[CH2:6][CH2:7][CH2:8][CH2:9][CH2:10][CH2:11][CH2:12][CH3:13])=[O:2].[CH2:22]([CH:24]1[O:26][CH2:25]1)[Cl:23].[OH-].[Na+:28]>>[P:1]([O-:20])([O:21][CH2:25][CH:24]([OH:26])[CH2:22][Cl:23])([O:3][CH2:4][CH:5]([CH2:14][CH2:15][CH2:16][CH2:17][CH2:18][CH3:19])[CH2:6][CH2:7][CH2:8][CH2:9][CH2:10][CH2:11][CH2:12][CH3:13])=[O:2].[Na+:28] |f:2.3,4.5|. Procedure details: 20 g (0.057 moles) of mono2-hexyldecyl phosphate having a purity of 92% (AV1=167.2, AV2=329.8) was dispersed in 59.6 ml of 1N sodium hydroxide aqueous solution, at which the acid value of the reaction system was 39.5. While keeping the reaction system at 80° C., 16.5 g (0.178 moles) of epichlorohydrin was gradually added, followed by agitation at the temperature for 8 hours. The acid value of the reaction system was approximately zero, revealing that the conversion rate of the phosphoric monoest... Starting materials: CCOC(=O)CCC(Oc1cc(OCc2ccccc2)ccc1C=O)c1ccccc1C, CCO, Cl, NO, c1ccncc1. Product: CCOC(=O)CCC(Oc1cc(OCc2ccccc2)ccc1C=NO)c1ccccc1C. Reaction SMILES: [CH2:1]([c:2]1[cH:3][cH:4][cH:5][cH:6][cH:7]1)[O:8][c:9]1[cH:10][cH:11][c:12]([CH:31]=[O:32])[c:13]([O:14][CH:15]([CH2:16][CH2:17][C:18](=[O:19])[O:20][CH2:21][CH3:22])[c:23]2[c:24]([CH3:29])[cH:25][cH:26][cH:27][cH:28]2)[cH:30]1.[CH3:42][CH2:43][OH:44].[ClH:33].[NH2:34][OH:35].[cH:36]1[cH:37][cH:38][n:39][cH:40][cH:41]1>>[CH2:1]([c:2]1[cH:3][cH:4][cH:5][cH:6][cH:7]1)[O:8][c:9]1[cH:10][cH:11][c:12]([CH:31]=[N:34][OH:35])[c:13]([O:14][CH:15]([CH2:16][CH2:17][C:18](=[O:19])[O:20][CH2:21][CH3:22])[c:23]2[c:24]([CH3:29])[cH:25][cH:26][cH:27][cH:28]2)[cH:30]1. Starting materials: 3, C(C1=CC=CC=C1)OC(=O)N1CC(N(CC1)C(N(C1=CC=CC=C1)C1=CC(=CC=C1)Br)=O)C(=O)O (4-(Benzyloxycarbonyl)-1-[N-(3-bromophenyl)-N-phenylcarbamoyl]piperazine-2-carboxylic acid), C(C)(=O)OCC.C(CCC)O.C(C)(=O)OCC.O (ethyl acetate n-butyl alcohol ethyl acetate water), white solid. Solvent: Br (HBr), C(C)(=O)O (acetic acid). Run at temperature 25 celsius, time 1 hour. Product: BrC=1C=C(C=CC1)N(C(=O)N1[C@@H](CNCC1)C(=O)O)C1=CC=CC=C1 ((S)-1-[N-(3-Bromophenyl)-N-phenylcarbamoyl]piperazine-2-carboxylic acid). As a reaction SMILES: C(OC([N:11]1[CH2:16][CH2:15][N:14]([C:17](=[O:32])[N:18]([C:25]2[CH:30]=[CH:29][CH:28]=[C:27]([Br:31])[CH:26]=2)[C:19]2[CH:24]=[CH:23][CH:22]=[CH:21][CH:20]=2)[CH:13]([C:33]([OH:35])=[O:34])[CH2:12]1)=O)C1C=CC=CC=1.C(OCC)(=O)C.C(O)CCC.C(OCC)(=O)C.O>Br.C(O)(=O)C>[Br:31][C:27]1[CH:26]=[C:25]([N:18]([C:19]2[CH:24]=[CH:23][CH:22]=[CH:21][CH:20]=2)[C:17]([N:14]2[CH2:15][CH2:16][NH:11][CH2:12][C@H:13]2[C:33]([OH:35])=[O:34])=[O:32])[CH:30]=[CH:29][CH:28]=1 |f:1.2.3.4|. Reported procedure: A 2.13 g (3 96 mmole) portion of (S)-4-(benzyloxycarbonyl)-1-[N-(3-bromophenyl-N-phenylcarbamoyl]piperazine-2-carboxylic acid (from Step B) was dissolved in 40 ml of 30% HBr in acetic acid. After stirring for 1 hour at 25° C., the solution was flushed with nitrogen to remove the excess of HBr. Concentration in vacuo gave an oily residue which was partitioned between 100 ml of methylene chloride and 100 ml of water. The stirred slurry was neutralized to pH 7 with 10% NaOH solution. After a brief ... The reactants are CCOC(=O)C1CC=C(c2ccc([N+](=O)[O-])c3c(=O)c(C)c[nH]c23)CC1, CCO, Cl[Sn]Cl. Yields the product CCOC(=O)C1CC=C(c2ccc(N)c3c(=O)c(C)c[nH]c23)CC1. As a reaction SMILES: [CH3:1][c:2]1[cH:3][nH:4][c:5]2[c:6]([C:16]3=[CH:17][CH2:18][CH:19]([C:22](=[O:23])[O:24][CH2:25][CH3:26])[CH2:20][CH2:21]3)[cH:7][cH:8][c:9]([N+:13]([O-:14])=[O:15])[c:10]2[c:11]1=[O:12].[CH3:30][CH2:31][OH:32].[Sn:27]([Cl:28])[Cl:29]>>[CH3:1][c:2]1[cH:3][nH:4][c:5]2[c:6]([C:16]3=[CH:17][CH2:18][CH:19]([C:22](=[O:23])[O:24][CH2:25][CH3:26])[CH2:20][CH2:21]3)[cH:7][cH:8][c:9]([NH2:13])[c:10]2[c:11]1=[O:12]. The reactants are COC([C@@H](NC(C1=C(C=C(C=C1)NC([C@H]1N(CC(C1)O[Si](C)(C)C(C)(C)C)C(=O)OC(C)(C)C)=O)C1=CC=CC=C1)=O)CCSC)=O ({4-[N-Boc-4-(t-butyldimethylsilyloxy)-prolinyl]amino-2-phenylbenzoyl}methionine methyl ester), [F-].C(CCC)[N+](CCCC)(CCCC)CCCC (tetra-n-butylammonium fluoride). The solvent is C(C)(=O)OCC (ethyl acetate), C1CCOC1 (THF), C1CCOC1 (THF). Reaction conditions: time 8 hour. Product: COC([C@@H](NC(C1=C(C=C(C=C1)NC([C@H]1N(CC(C1)O)C(=O)OC(C)(C)C)=O)C1=CC=CC=C1)=O)CCSC)=O ([4-(N-Boc-4-hydroxyprolinyl)amino-2-phenylbenzoyl]methionine methyl ester). The yield is 57.0%. RXN SMILES: [CH3:1][O:2][C:3](=[O:47])[C@H:4]([CH2:43][CH2:44][S:45][CH3:46])[NH:5][C:6](=[O:42])[C:7]1[CH:12]=[CH:11][C:10]([NH:13][C:14](=[O:35])[C@@H:15]2[CH2:19][CH:18]([O:20][Si](C(C)(C)C)(C)C)[CH2:17][N:16]2[C:28]([O:30][C:31]([CH3:34])([CH3:33])[CH3:32])=[O:29])=[CH:9][C:8]=1[C:36]1[CH:41]=[CH:40][CH:39]=[CH:38][CH:37]=1.[F-].C([N+](CCCC)(CCCC)CCCC)CCC>C1COCC1.C(OCC)(=O)C>[CH3:1][O:2][C:3](=[O:47])[C@H:4]([CH2:43][CH2:44][S:45][CH3:46])[NH:5][C:6](=[O:42])[C:7]1[CH:12]=[CH:11][C:10]([NH:13][C:14](=[O:35])[C@@H:15]2[CH2:19][CH:18]([OH:20])[CH2:17][N:16]2[C:28]([O:30][C:31]([CH3:34])([CH3:33])[CH3:32])=[O:29])=[CH:9][C:8]=1[C:36]1[CH:37]=[CH:38][CH:39]=[CH:40][CH:41]=1 |f:1.2|. Procedure details: To a solution of 1.82 g (2.65 mmol) of {4-[N-Boc-4-(t-butyldimethylsilyloxy)-prolinyl]amino-2-phenylbenzoyl}methionine methyl ester, prepared as in Example 169B, in 20 ml of THF was added 3 ml (3 mmol) of 1 M tetra-n-butylammonium fluoride in THF. The reaction mixture was stirred overnight, diluted with ethyl acetate, and washed 3 times with water. The combined aqueous washings were extracted 3 times with ethyl acetate. The combined organic fractions were dried over magnesium sulfate and concent... Reactants: Cc1cnn(C)c1-c1cc(C(=O)O)sc1C, CC(C)(C)OC(=O)NC(Cc1ccccc1C(F)(F)F)C(=O)O, CCN(C(C)C)C(C)C, ClC(Cl)Cl, NC(Cc1cccc(F)c1)CN1C(=O)c2ccccc2C1=O. The product is Cc1cnn(C)c1-c1cc(C(=O)NC(Cc2cccc(F)c2)CN2C(=O)c3ccccc3C2=O)sc1C. Reaction SMILES: [CH3:1][n:2]1[n:3][cH:4][c:5]([CH3:16])[c:6]1-[c:7]1[cH:8][c:9]([C:13](=[O:14])[OH:15])[s:10][c:11]1[CH3:12].[CH3:39][C:40]([O:41][C:42]([NH:43][CH:44]([C:45]([OH:46])=[O:47])[CH2:48][c:49]1[cH:50][cH:51][cH:52][cH:53][c:54]1[C:55]([F:56])([F:57])[F:58])=[O:59])([CH3:60])[CH3:61].[CH:62]([N:63]([CH2:64][CH3:65])[CH:66]([CH3:67])[CH3:68])([CH3:69])[CH3:70].[CH:71]([Cl:72])([Cl:73])[Cl:74].[NH2:17][CH:18]([CH2:19][N:20]1[C:21](=[O:30])[c:22]2[cH:23][cH:24][cH:25][cH:26][c:27]2[C:28]1=[O:29])[CH2:31][c:32]1[cH:33][c:34]([F:38])[cH:35][cH:36][cH:37]1>>[CH3:1][n:2]1[n:3][cH:4][c:5]([CH3:16])[c:6]1-[c:7]1[cH:8][c:9]([C:13](=[O:15])[NH:17][CH:18]([CH2:19][N:20]2[C:21](=[O:30])[c:22]3[cH:23][cH:24][cH:25][cH:26][c:27]3[C:28]2=[O:29])[CH2:31][c:32]2[cH:33][c:34]([F:38])[cH:35][cH:36][cH:37]2)[s:10][c:11]1[CH3:12].